Dataset: the Open Reaction Database (ORD), a public repository of structured organic reaction records. Task: describe an organic reaction: reactants, conditions, products, and yield Starting materials: FC(OC1=C(OC2=CC3=C([C@H]4[C@@H](O3)[C@@H]4C(=O)N)C=C2)C=CC(=C1)C(F)(F)F)F ((1R,1aR,6bS)-4-[2-(Difluoromethoxy)-4-(trifluoromethyl)phenoxy]-1a,6b-dihydro-1H-cyclopropa[b][1]benzofuran-1-carboxamide), N1=C(Cl)N=C(Cl)N=C1Cl (cyanuric chloride). The solvent is CN(C)C=O (DMF). Run at time 2 hour. Yields the product FC(OC1=C(OC2=CC3=C([C@H]4[C@@H](O3)[C@@H]4C#N)C=C2)C=CC(=C1)C(F)(F)F)F ((1S,1aR,6bS)-4-[2-(difluoromethoxy)-4-(trifluoromethyl)phenoxy]-1a, 6b-dihydro-1H-cyclopropa[b][1]benzofuran-1-carbonitrile). Reaction SMILES: [F:1][CH:2]([F:28])[O:3][C:4]1[CH:23]=[C:22]([C:24]([F:27])([F:26])[F:25])[CH:21]=[CH:20][C:5]=1[O:6][C:7]1[CH:19]=[CH:18][C:10]2[C@@H:11]3[C@@H:14]([C:15]([NH2:17])=O)[C@@H:12]3[O:13][C:9]=2[CH:8]=1.N1C(Cl)=NC(Cl)=NC=1Cl>CN(C=O)C>[F:28][CH:2]([F:1])[O:3][C:4]1[CH:23]=[C:22]([C:24]([F:27])([F:25])[F:26])[CH:21]=[CH:20][C:5]=1[O:6][C:7]1[CH:19]=[CH:18][C:10]2[C@@H:11]3[C@@H:14]([C:15]#[N:17])[C@@H:12]3[O:13][C:9]=2[CH:8]=1. Reported procedure: To a stirred solution of the corresponding amide (Example 21, 386 mg, 0.96 mmol) in DMF (5 mL) was added cyanuric chloride (89 mg, 0.48 mmol). The reaction was stirred at room temperature for 2h. After aqueous workup, the crude product was purified on a silica gel column, eluting with ethyl acetate (0-30%) in hexanes. The final product was collected as colorless oil. Starting materials: C(C)(C)(C)C1=NN([C@@H](S1)C(=O)O)C([C@@H](N[C@@H](CCC1=CC=CC=C1)C(=O)OCC)CCCCN)=O (5-t-butyl-3-[N2 -(1-(S)-ethoxycarbonyl-3-phenylpropyl)-L-lysyl]-2,3-dihydro-1,3,4-thiadiazole-2-(S)-carboxylic acid), O (water), Cl (hydrochloric acid). Solvent: O1CCCC1 (tetrahydrofuran). Product: Cl.C(C)(C)(C)C1=NN([C@@H](S1)C(=O)O)C([C@@H](N[C@@H](CCC1=CC=CC=C1)C(=O)OCC)CCCCN)=O (5-t-Butyl-3-[N2-(1-(S)-ethoxycarbonyl-3-phenyl propyl)-L-lysyl]-2,3-dihydro-1,3,4-thiadiazole-2-(S)-carboxylic acid hydrochloride). As a reaction SMILES: [C:1]([C:5]1[S:9][C@@H:8]([C:10]([OH:12])=[O:11])[N:7]([C:13](=[O:35])[C@H:14]([CH2:30][CH2:31][CH2:32][CH2:33][NH2:34])[NH:15][C@H:16]([C:25]([O:27][CH2:28][CH3:29])=[O:26])[CH2:17][CH2:18][C:19]2[CH:24]=[CH:23][CH:22]=[CH:21][CH:20]=2)[N:6]=1)([CH3:4])([CH3:3])[CH3:2].O.[ClH:37]>O1CCCC1>[ClH:37].[C:1]([C:5]1[S:9][C@@H:8]([C:10]([OH:12])=[O:11])[N:7]([C:13](=[O:35])[C@H:14]([CH2:30][CH2:31][CH2:32][CH2:33][NH2:34])[NH:15][C@H:16]([C:25]([O:27][CH2:28][CH3:29])=[O:26])[CH2:17][CH2:18][C:19]2[CH:24]=[CH:23][CH:22]=[CH:21][CH:20]=2)[N:6]=1)([CH3:2])([CH3:3])[CH3:4] |f:4.5|. Procedure: A solution of 5-t-butyl-3-[N2 -(1-(S)-ethoxycarbonyl-3-phenylpropyl)-L-lysyl]-2,3-dihydro-1,3,4-thiadiazole-2-(S)-carboxylic acid (0.97 g, prepared using the appropriate starting material by the process of Example 4) in tetrahydrofuran (20 ml) and water (20 ml) was treated with 1N hydrochloric acid (3.8 ml). The solvents were evaporated and the residue was taken up in a mixture of dichloromethane and toluene. The solvents were removed by evaporation to give the title product (0.9 g) as a white The reactants are O=C([O-])O, O=C(Cl)OCC(Cl)(Cl)Cl, Cl, [Na+], O, NC1C(O)OC(CO)C(O)C1O. The product is O=C(NC1C(O)OC(CO)C(O)C1O)OCC(Cl)(Cl)Cl. As a reaction SMILES: [C:14](=[O:15])([O-:16])[OH:17].[Cl:19][C:20]([CH2:21][O:22][C:23](=[O:24])[Cl:25])([Cl:26])[Cl:27].[ClH:1].[Na+:18].[OH2:28].[OH:2][CH:3]1[CH:4]([NH2:5])[CH:6]([OH:7])[CH:8]([OH:9])[CH:10]([CH2:12][OH:13])[O:11]1>>[OH:2][CH:3]1[CH:4]([NH:5][C:23]([O:22][CH2:21][C:20]([Cl:19])([Cl:26])[Cl:27])=[O:24])[CH:6]([OH:7])[CH:8]([OH:9])[CH:10]([CH2:12][OH:13])[O:11]1.